From a dataset of the Open Reaction Database (ORD), a public repository of structured organic reaction records. describe an organic reaction: reactants, conditions, products, and yield The reactants are O=C1Cc2ccccc2N1, COc1ccc(-c2cc(C=O)c(O)cc2OC)cc1, COc1ccc(-c2cc(C=C3C(=O)Nc4ccccc43)c(O)cc2OC)cc1. Product: COc1ccc(-c2cc(CC3C(=O)Nc4ccccc43)c(O)cc2OC)cc1. As a reaction SMILES: [NH:1]1[c:2]2[c:3]([cH:4][cH:5][cH:6][cH:7]2)[CH2:8][C:9]1=[O:10].[OH:11][c:12]1[cH:13][c:14]([O:15][CH3:16])[c:17](-[c:18]2[cH:19][cH:20][c:21]([O:22][CH3:23])[cH:24][cH:25]2)[cH:26][c:27]1[CH:28]=[O:29].[OH:30][c:31]1[c:32]([CH:47]=[C:48]2[C:49](=[O:57])[NH:50][c:51]3[cH:52][cH:53][cH:54][cH:55][c:56]32)[cH:33][c:34](-[c:39]2[cH:40][cH:41][c:42]([O:45][CH3:46])[cH:43][cH:44]2)[c:35]([O:37][CH3:38])[cH:36]1>>[OH:30][c:31]1[c:32]([CH2:47][CH:48]2[C:49](=[O:57])[NH:50][c:51]3[cH:52][cH:53][cH:54][cH:55][c:56]32)[cH:33][c:34](-[c:39]2[cH:40][cH:41][c:42]([O:45][CH3:46])[cH:43][cH:44]2)[c:35]([O:37][CH3:38])[cH:36]1. Starting materials: CC(=O)Nc1nc(CCc2ccc(NC(=S)NC(=O)c3ccccc3)cc2)cs1, CCO, Cl, [Na+], [OH-]. Yields the product CC(=O)Nc1nc(CCc2ccc(NC(N)=S)cc2)cs1. RXN SMILES: [C:1](=[O:2])([c:3]1[cH:4][cH:5][cH:6][cH:7][cH:8]1)[NH:9][C:10](=[S:11])[NH:12][c:13]1[cH:14][cH:15][c:16]([CH2:19][CH2:20][c:21]2[n:22][c:23]([NH:26][C:27]([CH3:28])=[O:29])[s:24][cH:25]2)[cH:17][cH:18]1.[CH3:33][CH2:34][OH:35].[ClH:32].[Na+:31].[OH-:30]>>[NH2:9][C:10](=[S:11])[NH:12][c:13]1[cH:14][cH:15][c:16]([CH2:19][CH2:20][c:21]2[n:22][c:23]([NH:26][C:27]([CH3:28])=[O:29])[s:24][cH:25]2)[cH:17][cH:18]1. As a reaction SMILES: [F:1][C:2]([F:12])([F:11])[C:3]1[CH:10]=[CH:9][C:6]([CH:7]=O)=[CH:5][CH:4]=1.[C:13]([O:19][CH3:20])(=[O:18])[CH2:14][C:15]([CH3:17])=O.Cl.[CH3:22][NH2:23]>N1C=CC=CC=1>[CH3:22][N:23]1[C:15]([CH3:17])=[C:14]([C:13]([O:19][CH3:20])=[O:18])[CH:7]([C:6]2[CH:9]=[CH:10][C:3]([C:2]([F:12])([F:11])[F:1])=[CH:4][CH:5]=2)[C:14]([C:13]([O:19][CH3:20])=[O:18])=[C:15]1[CH3:17] |f:2.3|. Procedure details: A mixture of 5.22 g (0.03 mol) of 4-trifluoromethylbenzaldehyde, 7.04 g (0.06 mol) of methyl acetoacetate and 2.07 g (0.03 mol) of methylamine hydrochloride in 20 ml of pyridine is stirred under reflux for 5 hours. After removing the pyridine by distillation, the mixture is partitioned between water and methylene chloride, and the organic phase is washed with water, dried over sodium sulphate and evaporated. The residue is recrystallized from methanol. Solvent: N1=CC=CC=C1 (pyridine). Starting materials: FC(C1=CC=C(C=O)C=C1)(F)F (4-trifluoromethylbenzaldehyde), C(CC(=O)C)(=O)OC (methyl acetoacetate), Cl.CN (methylamine hydrochloride). Product: CN1C(=C(C(C(=C1C)C(=O)OC)C1=CC=C(C=C1)C(F)(F)F)C(=O)OC)C (Dimethyl 1,2,6-trimethyl-4-(4-trifluoromethylphenyl)-1,4-dihydro-pyridine-3,5-dicarboxylate). Reactants: CN(C)C=O, O=C(Cl)C(=O)Cl, ClCCl, O=C(O)c1nc2ccccc2n(-c2ccc3c(c2)OCCO3)c1=O. RXN SMILES: [CH3:25][N:26]([CH3:27])[CH:28]=[O:29].[Cl:30][C:31]([C:32]([Cl:33])=[O:34])=[O:35].[Cl:36][CH2:37][Cl:38].[O:1]1[c:2]2[c:3]([cH:7][c:8](-[n:11]3[c:12](=[O:24])[c:13]([C:21](=[O:22])[OH:23])[n:14][c:15]4[cH:16][cH:17][cH:18][cH:19][c:20]34)[cH:9][cH:10]2)[O:4][CH2:5][CH2:6]1>>[O:1]1[c:2]2[c:3]([cH:7][c:8](-[n:11]3[c:12](=[O:24])[c:13]([C:21](=[O:22])[Cl:30])[n:14][c:15]4[cH:16][cH:17][cH:18][cH:19][c:20]34)[cH:9][cH:10]2)[O:4][CH2:5][CH2:6]1. Yields the product O=C(Cl)c1nc2ccccc2n(-c2ccc3c(c2)OCCO3)c1=O. Starting materials: CN(C)C=O, COc1ccc(-c2cc3ccccc3c(Cl)n2)cc1, [H-], [Na+], c1c[nH]cn1. Yields the product Cl, COc1ccc(-c2cc3ccccc3c(-n3ccnc3)n2)cc1. Reaction SMILES: [CH3:27][N:28]([CH3:29])[CH:30]=[O:31].[Cl:1][c:2]1[n:3][c:4](-[c:12]2[cH:13][cH:14][c:15]([O:18][CH3:19])[cH:16][cH:17]2)[cH:5][c:6]2[cH:7][cH:8][cH:9][cH:10][c:11]12.[H-:25].[Na+:26].[nH:20]1[cH:21][n:22][cH:23][cH:24]1>>[ClH:1].[c:2]1(-[n:20]2[cH:21][n:22][cH:23][cH:24]2)[n:3][c:4](-[c:12]2[cH:13][cH:14][c:15]([O:18][CH3:19])[cH:16][cH:17]2)[cH:5][c:6]2[cH:7][cH:8][cH:9][cH:10][c:11]12. Reactants: CC=1C(=NC(=CC1C(CC)N)C)OC1=C(C=C(C=C1C)C)C (1-[3,6-dimethyl-2-(2,4,6-trimethyl-phenoxy)-pyridin-4-yl]-propylamine), CN=C=O (methyl isocyanate). The solvent is ClC(C)Cl (dichloroethane). The product is CC=1C(=NC(=CC1C(CC)NC(=O)NC)C)OC1=C(C=C(C=C1C)C)C (1-{1-[3,6-Dimethyl-2-(2,4,6-trimethyl-phenoxy)-pyridin-4-yl]-propyl}-3-methyl-urea). As a reaction SMILES: [CH3:1][C:2]1[C:3]([O:13][C:14]2[C:19]([CH3:20])=[CH:18][C:17]([CH3:21])=[CH:16][C:15]=2[CH3:22])=[N:4][C:5]([CH3:12])=[CH:6][C:7]=1[CH:8]([NH2:11])[CH2:9][CH3:10].[CH3:23][N:24]=[C:25]=[O:26]>ClC(Cl)C>[CH3:1][C:2]1[C:3]([O:13][C:14]2[C:19]([CH3:20])=[CH:18][C:17]([CH3:21])=[CH:16][C:15]=2[CH3:22])=[N:4][C:5]([CH3:12])=[CH:6][C:7]=1[CH:8]([NH:11][C:25]([NH:24][CH3:23])=[O:26])[CH2:9][CH3:10]. Procedure: A mixture of 1-[3,6-dimethyl-2-(2,4,6-trimethyl-phenoxy)-pyridin-4-yl]-propylamine (26.5 mg), methyl isocyanate (0.05 ml), in dichloroethane (1 ml) was heated at reflux overnight. The mixture was quenched with water and extracted with chloroform. The organic layer was separated, dried and concentrated to give 27.1 mg of white solid. The solid was purified by preparative thin layer chromatography using 5% methanol in chloroform as solvent to give the title compound as a white solid. Starting materials: CCN(CC)CCC1CCCNC1, CC#N, O=C1Nc2ccccc2N(C(=O)Cl)c2ncccc21. Product: CCN(CC)CCC1CCCN(C(=O)N2c3ccccc3NC(=O)c3cccnc32)C1. RXN SMILES: [CH2:20]([CH3:21])[N:22]([CH2:23][CH2:24][CH:25]1[CH2:26][NH:27][CH2:28][CH2:29][CH2:30]1)[CH2:31][CH3:32].[CH3:33][C:34]#[N:35].[Cl:1][C:2](=[O:3])[N:4]1[c:5]2[c:6]([cH:16][cH:17][cH:18][n:19]2)[C:7](=[O:15])[NH:8][c:9]2[c:10]1[cH:11][cH:12][cH:13][cH:14]2>>[C:2](=[O:3])([N:4]1[c:5]2[c:6]([cH:16][cH:17][cH:18][n:19]2)[C:7](=[O:15])[NH:8][c:9]2[c:10]1[cH:11][cH:12][cH:13][cH:14]2)[N:27]1[CH2:26][CH:25]([CH2:24][CH2:23][N:22]([CH2:20][CH3:21])[CH2:31][CH3:32])[CH2:30][CH2:29][CH2:28]1. Reaction conditions: temperature 90 celsius, time 8 hour. RXN SMILES: [F:1][C:2]1[CH:8]=[CH:7][C:5]([NH2:6])=[C:4](B2OC(C)(C)C(C)(C)O2)[CH:3]=1.Br[C:19]1[CH:24]=[CH:23][C:22]([C:25]([F:28])([F:27])[F:26])=[CH:21][CH:20]=1.C(=O)([O-])[O-].[Na+].[Na+]>CS(C)=O.O>[F:1][C:2]1[CH:3]=[C:4]([C:19]2[CH:24]=[CH:23][C:22]([C:25]([F:28])([F:27])[F:26])=[CH:21][CH:20]=2)[C:5]([NH2:6])=[CH:7][CH:8]=1 |f:2.3.4|. Yields the product FC1=CC=C(C(=C1)C1=CC=C(C=C1)C(F)(F)F)N (5-fluoro-4′-(trifluoromethyl)biphenyl-2-amine). Reactants: FC1=CC(=C(N)C=C1)B1OC(C(O1)(C)C)(C)C (4-fluoro-2-(4,4,5,5-tetramethyl-1,3,2-dioxaborolan-2-yl)aniline), BrC1=CC=C(C=C1)C(F)(F)F (4-bromobenzotrifluoride), 1,1′-bis(diphenyl-phosphino)ferrocenepalladium(II) chloride, C([O-])([O-])=O.[Na+].[Na+] (sodium carbonate). Solvent: CS(=O)C (DMSO), O (water), O (water). Procedure: Under argon, a mixture of 9.0 g (37.9 mmol) of 4-fluoro-2-(4,4,5,5-tetramethyl-1,3,2-dioxaborolan-2-yl)aniline, 10.25 g (45.5 mmol) of 4-bromobenzotrifluoride, 1.39 g (1.89 mmol) of 1,1′-bis(diphenyl-phosphino)ferrocenepalladium(II) chloride and 20.11 g (189 mmol) of sodium carbonate in 200 mL of DMSO and 70 mL of water is stirred at 90° C. overnight. After the reaction has ended, the mixture is cooled to room temperature, water is added and the mixture is extracted with ethyl acetate. The organ...